describe an organic reaction: reactants, conditions, products, and yield From a dataset of the Open Reaction Database (ORD), a public repository of structured organic reaction records. The reactants are formula III, [OH-].[Na+] (sodium hydroxide), formula II, C12CCC(CC1)C2CCNC(=O)C2=CN=C(S2)OC=C2CN(C(O2)(C)C)C(C)(C)C (5-(5-[2-(bicyclo[2.2.1]-hept-7-yl)ethylaminocarbonyl]thiazol-2-yloxy)methylene-N-t-butyl-2,2-dimethyloxazolidine). Solvent: C(C)(=O)OCC (ethyl acetate). Conditions: time 0.5 hour. Product: C(C)(C)(C)CC(COC=1SC(=CN1)C(=O)NCCC1C2CCC1CC2)O (1-t-butyl-3-(5-[2-(bicyclo[2.2.1]hept-7-yl)ethylaminocarbonyl]thiazol-2-yloxy)-propan-2-ol). As a reaction SMILES: [CH:1]12[CH:7]([CH2:8][CH2:9][NH:10][C:11]([C:13]3[S:17][C:16]([O:18][CH:19]=[C:20]4[O:24]C(C)(C)N(C(C)(C)C)[CH2:21]4)=[N:15][CH:14]=3)=[O:12])[CH:4]([CH2:5][CH2:6]1)[CH2:3][CH2:2]2.[OH-].[Na+]>C(OCC)(=O)C>[C:1]([CH2:21][CH:20]([OH:24])[CH2:19][O:18][C:16]1[S:17][C:13]([C:11]([NH:10][CH2:9][CH2:8][CH:7]2[CH:4]3[CH2:5][CH2:6][CH:1]2[CH2:2][CH2:3]3)=[O:12])=[CH:14][N:15]=1)([CH3:7])([CH3:6])[CH3:2] |f:1.2|. Procedure details: This example illustrates methods of converting the compounds of formula III into the compounds of formula II of the invention. In this example 1 g. of 5-(5-[2-(bicyclo[2.2.1]-hept-7-yl)ethylaminocarbonyl]thiazol-2-yloxy)methylene-N-t-butyl-2,2-dimethyloxazolidine is dissolved in 50 ml. of ethyl acetate and this solution is treated with aqueous 5% sodium hydroxide (20 ml.) at 20° C. The mixture is allowed to stand for 0.5 hours, washed three times with water, dried over magnesium sulfate and then... Starting materials: C=C(CC)C=NC(=C)O[Si](C)(C)C (1-(1-methylene-propyl)-3-trimethylsilyoxy-2-aza-1,3-butadiene), FC(C(=O)O)(F)F (trifluoroacetic acid), ClCCl (dichloromethane), 55d, C(C)(C)N(CC)C(C)C (diisopropylethylamine), ClC1=CC=C2/C(/C(N(C2=C1)COCC[Si](C)(C)C)=O)=C/C1=CC(=CC(=C1)F)F (Z-6-Chloro-3-(3,5-difluoro-benzylidene)-1-(2-trimethylsilanyl-ethoxymethyl)-1,3-dihydro-indol-2-one). The solvent is C1(=CC=CC=C1)C (toluene), CO (methanol). Yields the product ClC1=CC=C2C(=C1)NC(C21C(NC(CC1C1=CC(=CC=C1)Cl)=O)C(CC)=C)=O (racemic (2′R,3R,4′S)-6-chloro-4′-(3-chlorophenyl)-2′-(1-methylene-propyl)spiro[3H-indole-3,3′-piperidine]-2,6′(1H)-dione). As a reaction SMILES: [Cl:1][C:2]1[CH:10]=[C:9]2[C:5](/[C:6](=[CH:20]/[C:21]3[CH:26]=[C:25](F)[CH:24]=[C:23](F)[CH:22]=3)/[C:7](=[O:19])[N:8]2COCC[Si](C)(C)C)=[CH:4][CH:3]=1.[CH2:29]=[C:30]([CH:33]=[N:34][C:35]([O:37][Si](C)(C)C)=[CH2:36])[CH2:31][CH3:32].FC(F)(F)C(O)=O.C(N(C(C)C)CC)(C)C.[Cl:58]CCl>C1(C)C=CC=CC=1.CO>[Cl:1][C:2]1[CH:10]=[C:9]2[NH:8][C:7](=[O:19])[C:6]3([CH:20]([C:21]4[CH:22]=[CH:23][CH:24]=[C:25]([Cl:58])[CH:26]=4)[CH2:36][C:35](=[O:37])[NH:34][CH:33]3[C:30](=[CH2:29])[CH2:31][CH3:32])[C:5]2=[CH:4][CH:3]=1. Procedure: In a manner similar to the method described in example 97a, 55d, E/Z-6-Chloro-3-(3,5-difluoro-benzylidene)-1-(2-trimethylsilanyl-ethoxymethyl)-1,3-dihydro-indol-2-one (0.21 g, 0.5 mmol) prepared in example 133a was reacted with 1-(1-methylene-propyl)-3-trimethylsilyoxy-2-aza-1,3-butadiene (1 g, 5.25 mmol) prepared in example 80a in toluene, then treated with trifluoroacetic acid (5 ml) in dichloromethane, followed by treatment with diisopropylethylamine (1 mL) in methanol to give racemic (2′R,3R... Starting materials: NC=1C(=NNC1)C1=NC=2C(=CC=3C(C(N(C3C2)CC)=O)(C)C)N1 (2-(4-amino-1H-pyrazol-3-yl)-5-ethyl-7,7-dimethyl-5,7-dihydro-1H-imidazo[4,5-f]indol-6-one), CN(C(=O)Cl)C (N,N-dimethylcarbamoyl chloride). Yields the product C(C)N1C(C(C=2C=C3C(=CC12)N=C(N3)C3=NNC=C3NC(N(C)C)=O)(C)C)=O (3-[3-(5-Ethyl-7,7-dimethyl-6-oxo-1,5,6,7-tetrahydro-imidazo[4,5-f]indol-2-yl)-1H-pyrazol-4-yl]-1,1-dimethyl-urea), powder. Isolated yield 12.0%. Reaction SMILES: [NH2:1][C:2]1[C:3]([C:7]2[NH:23][C:10]3=[CH:11][C:12]4[C:13]([CH3:22])([CH3:21])[C:14](=[O:20])[N:15]([CH2:18][CH3:19])[C:16]=4[CH:17]=[C:9]3[N:8]=2)=[N:4][NH:5][CH:6]=1.[CH3:24][N:25]([CH3:29])[C:26](Cl)=[O:27]>>[CH2:18]([N:15]1[C:16]2[CH:17]=[C:9]3[N:8]=[C:7]([C:3]4[C:2]([NH:1][C:26](=[O:27])[N:25]([CH3:29])[CH3:24])=[CH:6][NH:5][N:4]=4)[NH:23][C:10]3=[CH:11][C:12]=2[C:13]([CH3:22])([CH3:21])[C:14]1=[O:20])[CH3:19]. Reported procedure: 3-[3-(5-Ethyl-7,7-dimethyl-6-oxo-1,5,6,7-tetrahydro-imidazo[4,5-f]indol-2-yl)-1H-pyrazol-4-yl]-1,1-dimethyl-urea was prepared using 2-(4-amino-1H-pyrazol-3-yl)-5-ethyl-7,7-dimethyl-5,7-dihydro-1H-imidazo[4,5-f]indol-6-one (250 mg, 0.81 mmol) and N,N-dimethylcarbamoyl chloride (81 μl, 0.88 mmol). The title compound was obtained as brown powder (39 mg, 12%). The reactants are C(C1=CC=CC=C1)OC1=CC(=C(N(C1=O)C)C=O)Br (5-(benzyloxy)-3-bromo-1-methyl-6-oxo-1,6-dihydropyridine-2-carbaldehyde), C(C1=CC=CC=C1)[Mg]Cl (benzylmagnesium chloride). The solvent is C1CCOC1 (THF). Reaction conditions: temperature 0 celsius, time 1 hour. Yields the product C(C1=CC=CC=C1)OC=1C(N(C(=C(C1)Br)C(CC1=CC=CC=C1)O)C)=O (3-(benzyloxy)-5-bromo-6-(1-hydroxy-2-phenylethyl)-1-methylpyridin-2(1H)-one). Yield: 71.3%. As a reaction SMILES: [CH2:1]([O:8][C:9]1[C:14](=[O:15])[N:13]([CH3:16])[C:12]([CH:17]=[O:18])=[C:11]([Br:19])[CH:10]=1)[C:2]1[CH:7]=[CH:6][CH:5]=[CH:4][CH:3]=1.[CH2:20]([Mg]Cl)[C:21]1[CH:26]=[CH:25][CH:24]=[CH:23][CH:22]=1>C1COCC1>[CH2:1]([O:8][C:9]1[C:14](=[O:15])[N:13]([CH3:16])[C:12]([CH:17]([OH:18])[CH2:20][C:21]2[CH:26]=[CH:25][CH:24]=[CH:23][CH:22]=2)=[C:11]([Br:19])[CH:10]=1)[C:2]1[CH:3]=[CH:4][CH:5]=[CH:6][CH:7]=1. Reported procedure: To a 0° C. solution of 5-(benzyloxy)-3-bromo-1-methyl-6-oxo-1,6-dihydropyridine-2-carbaldehyde (1.09 g, 3.38 mmol) in 34 mL THF was added benzylmagnesium chloride (2.55 g, 3.38 mmol) dropwise. The mixture was allowed to stir at 0° C. for 1 h. After warming to room temperature, volatiles were removed under reduced pressure. The resulting residue was partitioned between dilute aqueous hydrochloric acid and ethyl acetate. The aqueous layer was removed and discarded, and the organic layer was collec... Reactants: COc1ccc(P2(=S)SP(=S)(c3ccc(OC)cc3)S2)cc1, Cc1ccccc1, CCOC(C)=O, Nc1nsnc1C(=O)Nc1ccc(F)c(Br)c1. Yields the product Nc1nsnc1C(=S)Nc1ccc(F)c(Br)c1. Reaction SMILES: [CH3:18][O:19][c:20]1[cH:21][cH:22][c:23]([P:24]2(=[S:25])[S:26][P:28]([c:29]3[cH:30][cH:31][c:32]([O:33][CH3:34])[cH:35][cH:36]3)(=[S:37])[S:27]2)[cH:38][cH:39]1.[CH3:40][c:41]1[cH:42][cH:43][cH:44][cH:45][cH:46]1.[CH3:47][CH2:48][O:49][C:50](=[O:51])[CH3:52].[NH2:1][c:2]1[c:3]([C:7](=[O:8])[NH:9][c:10]2[cH:11][c:12]([Br:17])[c:13]([F:16])[cH:14][cH:15]2)[n:4][s:5][n:6]1>>[NH2:1][c:2]1[c:3]([C:7]([NH:9][c:10]2[cH:11][c:12]([Br:17])[c:13]([F:16])[cH:14][cH:15]2)=[S:27])[n:4][s:5][n:6]1. Starting materials: C1(=CC=CC=C1)[C@@H](CNC(=S)N)C (N-[(2S)-2-phenylpropyl]thiourea), BrC(C(=O)O)CC (2-bromo-butyric acid). The product is C(C)[C@@H]1C(N=C(S1)NC[C@@H](C)C1=CC=CC=C1)=O ((5R)-5-ethyl-2-{[(2S)-2-phenylpropyl]amino}-1,3-thiazol-4(5H)-one). Reaction SMILES: [C:1]1([C@H:7]([CH3:13])[CH2:8][NH:9][C:10]([NH2:12])=[S:11])[CH:6]=[CH:5][CH:4]=[CH:3][CH:2]=1.Br[CH:15]([CH2:19][CH3:20])[C:16](O)=[O:17]>>[CH2:19]([C@H:15]1[S:11][C:10]([NH:9][CH2:8][C@H:7]([C:1]2[CH:6]=[CH:5][CH:4]=[CH:3][CH:2]=2)[CH3:13])=[N:12][C:16]1=[O:17])[CH3:20]. Procedure details: Synthesis was performed from N-[(2S)-2-phenylpropyl]thiourea and 2-bromo-butyric acid according to Method D3. Starting materials: [Si](C)(C)(C(C)(C)C)OCCNS(=O)(=O)CC1=CC=CC=C1 (N-[2-[tert-butyl(dimethyl)silyl]oxyethyl]-1-phenyl-methanesulfonamide), [Li]CCCC (n-BuLi), ClCI (Chloroiodomethane). Run in O1CCCC1 (tetrahydrofuran). Reaction conditions: temperature -78 celsius, time 2 hour. Yields the product [Si](C)(C)(C(C)(C)C)OCCNS(=O)(=O)C(=C)C1=CC=CC=C1 (N-[2-[tert-butyl(dimethyl)silyl]oxyethyl]-1-phenyl-ethenesulfonamide). Isolated yield 70.1%. As a reaction SMILES: [Si:1]([O:8][CH2:9][CH2:10][NH:11][S:12]([CH2:15][C:16]1[CH:21]=[CH:20][CH:19]=[CH:18][CH:17]=1)(=[O:14])=[O:13])([C:4]([CH3:7])([CH3:6])[CH3:5])([CH3:3])[CH3:2].[Li][CH2:23]CCC.ClCI>O1CCCC1>[Si:1]([O:8][CH2:9][CH2:10][NH:11][S:12]([C:15]([C:16]1[CH:21]=[CH:20][CH:19]=[CH:18][CH:17]=1)=[CH2:23])(=[O:14])=[O:13])([C:4]([CH3:7])([CH3:6])[CH3:5])([CH3:3])[CH3:2]. Procedure: To a solution of N-[2-[tert-butyl(dimethyl)silyl]oxyethyl]-1-phenyl-methanesulfonamide (33 g, 100.2 mmol) in tetrahydrofuran (334 mL) at −78° C. was slowly added n-BuLi (2.5 M in hexanes) (100 mL, 250 mmol) via cannula and the reaction was stirred at −78° C. was 2 hours. Chloroiodomethane (8.3 mL, 110 mmol) was then slowly added and the reaction was stirred at −78° C. for one hour, then allowed to warm to room temperature and aged for 16 hours. The reaction was then quenched with saturated NH4Cl...